From a dataset of the Open Reaction Database (ORD), a public repository of structured organic reaction records. describe an organic reaction: reactants, conditions, products, and yield Starting materials: C(C)(C)(C)OC(NC1(COC(OC1)(C)C)CCC1=CC(=C(C=C1)OCCCC1=CC=C(C=C1)F)C(F)(F)F)=O ([5-(2-{4-[3-(4-fluorophenyl)propoxy]-3-trifluoromethylphenyl}ethyl)-2,2-dimethyl-1,3-dioxan-5-yl]carbamic acid t-butyl ester), Cl (hydrochloric acid). The solvent is C(C)O (ethanol). Reaction conditions: temperature 80 celsius, time 2.5 hour. Product: Cl.NC(CO)(CO)CCC1=CC(=C(C=C1)OCCCC1=CC=C(C=C1)F)C(F)(F)F (2-amino-2-(2-{4-[3-(4-fluorophenyl)propoxy]-3-trifluoromethylphenyl}ethyl)propane-1,3-diol hydrochloride). RXN SMILES: C(OC(=O)[NH:7][C:8]1([CH2:16][CH2:17][C:18]2[CH:23]=[CH:22][C:21]([O:24][CH2:25][CH2:26][CH2:27][C:28]3[CH:33]=[CH:32][C:31]([F:34])=[CH:30][CH:29]=3)=[C:20]([C:35]([F:38])([F:37])[F:36])[CH:19]=2)[CH2:13][O:12]C(C)(C)[O:10][CH2:9]1)(C)(C)C.[ClH:40]>C(O)C>[ClH:40].[NH2:7][C:8]([CH2:16][CH2:17][C:18]1[CH:23]=[CH:22][C:21]([O:24][CH2:25][CH2:26][CH2:27][C:28]2[CH:29]=[CH:30][C:31]([F:34])=[CH:32][CH:33]=2)=[C:20]([C:35]([F:38])([F:36])[F:37])[CH:19]=1)([CH2:13][OH:12])[CH2:9][OH:10] |f:3.4|. Procedure: Compound 20-3 (720 mg) was dissolved in ethanol (20 ml), concentrated hydrochloric acid (1.5 ml) was added, and the mixture was stirred at 80° C. for 2.5 hr. The reaction mixture was concentrated, and the residue was washed with diethyl ether to give the object product (523 mg) as a white powder. Starting materials: ClC1=C(C=C(C=C1)CC(=O)O)F (4-chloro-3-fluorophenylacetic acid), C(C1=CC=CC=C1)O (benzyl alcohol), [H-].[Na+] (sodium hydride). The solvent is CN1CCCC1=O (NMP). Reaction conditions: temperature 120 celsius, time 8 hour. Yields the product C(C1=CC=CC=C1)OC=1C=C(C=CC1Cl)CC(=O)O ((3-benzyloxy-4-chloro-phenyl)-acetic acid). As a reaction SMILES: [Cl:1][C:2]1[CH:7]=[CH:6][C:5]([CH2:8][C:9]([OH:11])=[O:10])=[CH:4][C:3]=1F.[CH2:13]([OH:20])[C:14]1[CH:19]=[CH:18][CH:17]=[CH:16][CH:15]=1.[H-].[Na+]>CN1C(=O)CCC1>[CH2:13]([O:20][C:3]1[CH:4]=[C:5]([CH2:8][C:9]([OH:11])=[O:10])[CH:6]=[CH:7][C:2]=1[Cl:1])[C:14]1[CH:19]=[CH:18][CH:17]=[CH:16][CH:15]=1 |f:2.3|. Procedure: To 4-chloro-3-fluorophenylacetic acid (5 g, 26.5 mmol) and benzyl alcohol (5.5 mL, 53.0 mmol) in NMP (50 mL) at 0° C. was added sodium hydride (60% in mineral oil; 2.3 g, 58.3 mmol), and the reaction was then heated to 120° C. and stirred overnight. The mixture was acidified to pH 4 and extracted with EtOAc to give (3-benzyloxy-4-chloro-phenyl)-acetic acid. Starting materials: [BH4-], CO, Cl, [Na+], O, COc1ccccc1N1CCN(CCC(=O)c2csc3ccccc23)CC1. RXN SMILES: [BH4-:29].[CH3:32][OH:33].[ClH:1].[Na+:30].[OH2:31].[s:2]1[c:3]2[c:4]([c:5]([C:7]([CH2:8][CH2:9][N:10]3[CH2:11][CH2:12][N:13]([c:16]4[c:17]([O:22][CH3:23])[cH:18][cH:19][cH:20][cH:21]4)[CH2:14][CH2:15]3)=[O:24])[cH:6]1)[cH:25][cH:26][cH:27][cH:28]2>>[s:2]1[c:3]2[c:4]([c:5]([CH:7]([CH2:8][CH2:9][N:10]3[CH2:11][CH2:12][N:13]([c:16]4[c:17]([O:22][CH3:23])[cH:18][cH:19][cH:20][cH:21]4)[CH2:14][CH2:15]3)[OH:24])[cH:6]1)[cH:25][cH:26][cH:27][cH:28]2. Product: COc1ccccc1N1CCN(CCC(O)c2csc3ccccc23)CC1. Solvent: C(C)(C)O (isopropanol). Reaction SMILES: O.[F:2][C:3]1[CH:8]=[CH:7][C:6]([C@@H:9]2[CH2:14][CH2:13][NH:12][CH2:11][C@H:10]2[CH2:15][OH:16])=[CH:5][CH:4]=1.[C:17]([OH:26])(=[O:25])[C@@H:18]([C@H:20]([C:22]([OH:24])=[O:23])[OH:21])[OH:19].CO>C(O)(C)C>[C:22]([C@@H:20]([C@H:18]([C:17]([O-:26])=[O:25])[OH:19])[OH:21])([O-:24])=[O:23].[F:2][C:3]1[CH:8]=[CH:7][C:6]([C@@H:9]2[CH2:14][CH2:13][NH:12][CH2:11][C@H:10]2[CH2:15][OH:16])=[CH:5][CH:4]=1 |f:0.1|. Reported procedure: Subsequently, 10.00 g (44.0 mmol) of the trans-(−)-4-(4-fluorophenyl)-3-hydroxymethylpiperidine monohydrate, 6.60 g (44.0 mmol) of L-tartaric acid, and 50 ml of methanol were mixed together, and 50 ml of isopropanol was added to the resulting mixture under ice-cooling. The mixture was allowed to stand to precipitate crystals, and the resulting crystals were filtered. The crystals were washed with a 10 ml mixed solvent of 5 ml of methanol and 5 ml of isopropanol and dried, to give 5.60 g (15.6 mm... The reactants are O.FC1=CC=C(C=C1)[C@H]1[C@@H](CNCC1)CO (trans-(−)-4-(4-fluorophenyl)-3-hydroxymethylpiperidine monohydrate), C([C@H](O)[C@@H](O)C(=O)O)(=O)O (L-tartaric acid), CO (methanol). The product is C(=O)([O-])[C@H](O)[C@@H](O)C(=O)[O-] (L-tartrate), FC1=CC=C(C=C1)[C@H]1[C@@H](CNCC1)CO (trans-(−)-4-(4-fluorophenyl)-3-hydroxymethylpiperidine). Yield: 35.5%. Yield: 102.7%. Conditions: time 3 hour. Yields the product C(C)(C)(C)OC(=O)N1C[C@@H]([C@H](C1)CCC)O ((3R,4S)-N-tert-butoxycarbonyl-3-hydroxy-4-propyl-pyrrolidine). Run in C(C)O (ethanol). Starting materials: C(C)(C)(C)OC(=O)N1C[C@@H]([C@H](C1)C=CC)O ((3R,4S)-N-tert-butoxycarbonyl-3-hydroxy-4-propenyl-pyrrolidine). Reagents/catalysts: [Pd] (Pd/C). RXN SMILES: [C:1]([O:5][C:6]([N:8]1[CH2:12][C@H:11]([CH:13]=[CH:14][CH3:15])[C@@H:10]([OH:16])[CH2:9]1)=[O:7])([CH3:4])([CH3:3])[CH3:2]>C(O)C.[Pd]>[C:1]([O:5][C:6]([N:8]1[CH2:12][C@H:11]([CH2:13][CH2:14][CH3:15])[C@@H:10]([OH:16])[CH2:9]1)=[O:7])([CH3:4])([CH3:3])[CH3:2]. Procedure details: The synthesis of this compound follows the same general route outlined in scheme 5 [see Preparative Example 2.01]. To a suspension of ethyltriphenylphosphonium bromide (2.9 g, 6.93 mmol) in dry THF (15 mL) under argon at 0° C. was added 1.6 M BuLi in THF (4 mL, 6.40 mmol) and the deep red solution left stirring without cooling for 10 min. After re-cooling to 0° C., the aldehyde 46 (580 mg, 2.69 mmol) in THF (10 mL) was added and the mixture stirred at r.t. for 12 h. The reaction was then quenche...